This data is from the Open Reaction Database (ORD), a public repository of structured organic reaction records. The task is: describe an organic reaction: reactants, conditions, products, and yield Reactants: C(C=C)C(C(CC(=O)O)O)CCCC (4-Allyl-3-hydroxyoctanoic acid), OC(C(C(=O)OC)CC(C)C)CCC=C (methyl 3-hydroxy-2-isobutyl-6-heptenoate). Yields the product OC(C(C(=O)O)CC(C)C)CCC=C (3-Hydroxy-2-isobutyl-6-heptenoic acid). As a reaction SMILES: C(C(CCCC)C(O)CC(O)=O)C=C.[OH:15][CH:16]([CH2:26][CH2:27][CH:28]=[CH2:29])[CH:17]([CH2:22][CH:23]([CH3:25])[CH3:24])[C:18]([O:20]C)=[O:19]>>[OH:15][CH:16]([CH2:26][CH2:27][CH:28]=[CH2:29])[CH:17]([CH2:22][CH:23]([CH3:24])[CH3:25])[C:18]([OH:20])=[O:19]. Reported procedure: The compound of interest (4.3 g) was obtained as an oil substance in the same way as in paragraph (10-b) using methyl 3-hydroxy-2-isobutyl-6-heptenoate (4.5 g, 21 mmol). This compound was used in the next reaction without being purified.